From a dataset of the Open Reaction Database (ORD), a public repository of structured organic reaction records. describe an organic reaction: reactants, conditions, products, and yield Starting materials: Intermediate 216, FC(C(=O)O)(F)F.C[C@H](CCC)OC=1NC(=C2N=C(N=C2N1)OC)N (2-{[(1R)-1-methylbutyl]oxy}-8-(methyloxy)-1H-purin-6-amine trifluoroacetate), BrCCCC1CCOCC1 (4-(3-bromopropyl)tetrahydro-2H-pyran). Yields the product C[C@H](CCC)OC1=NC(=C2N=C(N(C2=N1)CCCC1CCOCC1)OC)N (2-{[(1R)-1-Methylbutyl]oxy}-8-(methyloxy)-9-[3-(tetrahydro-2H-Pyran-4-yl)propyl]-9H-purin-6-amine). As a reaction SMILES: FC(F)(F)C(O)=O.[CH3:8][C@@H:9]([O:13][C:14]1[NH:15][C:16]([NH2:25])=[C:17]2[C:21]([N:22]=1)=[N:20][C:19]([O:23][CH3:24])=[N:18]2)[CH2:10][CH2:11][CH3:12].Br[CH2:27][CH2:28][CH2:29][CH:30]1[CH2:35][CH2:34][O:33][CH2:32][CH2:31]1>>[CH3:8][C@@H:9]([O:13][C:14]1[N:22]=[C:21]2[C:17]([N:18]=[C:19]([O:23][CH3:24])[N:20]2[CH2:27][CH2:28][CH2:29][CH:30]2[CH2:35][CH2:34][O:33][CH2:32][CH2:31]2)=[C:16]([NH2:25])[N:15]=1)[CH2:10][CH2:11][CH3:12] |f:0.1|. Procedure: Prepared similarly to Intermediate 216 from 2-{[(1R)-1-methylbutyl]oxy}-8-(methyloxy)-1H-purin-6-amine trifluoroacetate and 4-(3-bromopropyl)tetrahydro-2H-pyran. The reactants are [Al+3], CCOC(C)=O, [H-], [H-], [H-], [H-], [Li+], C1COCCO1, O, N#CCCC12CC(c3ccccc31)c1ccccc12. Yields the product NCCCC12CC(c3ccccc31)c1ccccc12. RXN SMILES: [Al+3:21].[CH3:33][CH2:34][O:35][C:36](=[O:37])[CH3:38].[H-:20].[H-:23].[H-:24].[H-:25].[Li+:22].[O:27]1[CH2:28][CH2:29][O:30][CH2:31][CH2:32]1.[OH2:26].[cH:1]1[cH:2][cH:3][cH:4][c:5]2[c:14]1[C:13]1([CH2:16][CH2:17][C:18]#[N:19])[c:12]3[c:7]([cH:8][cH:9][cH:10][cH:11]3)[CH:6]2[CH2:15]1>>[cH:1]1[cH:2][cH:3][cH:4][c:5]2[c:14]1[C:13]1([CH2:16][CH2:17][CH2:18][NH2:19])[c:12]3[c:7]([cH:8][cH:9][cH:10][cH:11]3)[CH:6]2[CH2:15]1. Starting materials: CC1=NC(=NO1)C1=CC=C(C=C1)C=1C=CC(NN1)=O (6-[4-(5-methyl-1,2,4-oxadiazol-3-yl)phenyl]-2H-pyridazin-3-one), N(=NC(=O)OC(C)C)C(=O)OC(C)C (diisopropyl azodicarboxylate), NC=1C=C(CO)C=CC1 (3-aminobenzyl alcohol), C1(=CC=CC=C1)P(C1=CC=CC=C1)C1=CC=CC=C1 (triphenylphosphine). The solvent is C1CCOC1 (THF). Conditions: time 10 minute. The product is NC=1C=C(CN2N=C(C=CC2=O)C2=CC=C(C=C2)C2=NOC(=N2)C)C=CC1 (2-(3-Aminobenzyl)-6-[4-(5-methyl-1,2,4-oxadiazol-3-yl)phenyl]-2H-pyridazin-3-one). As a reaction SMILES: [CH3:1][C:2]1[O:6][N:5]=[C:4]([C:7]2[CH:12]=[CH:11][C:10]([C:13]3[CH:14]=[CH:15][C:16](=[O:19])[NH:17][N:18]=3)=[CH:9][CH:8]=2)[N:3]=1.[NH2:20][C:21]1[CH:22]=[C:23]([CH:26]=[CH:27][CH:28]=1)[CH2:24]O.C1(P(C2C=CC=CC=2)C2C=CC=CC=2)C=CC=CC=1.N(C(OC(C)C)=O)=NC(OC(C)C)=O>C1COCC1>[NH2:20][C:21]1[CH:22]=[C:23]([CH:26]=[CH:27][CH:28]=1)[CH2:24][N:17]1[C:16](=[O:19])[CH:15]=[CH:14][C:13]([C:10]2[CH:9]=[CH:8][C:7]([C:4]3[N:3]=[C:2]([CH3:1])[O:6][N:5]=3)=[CH:12][CH:11]=2)=[N:18]1. Reported procedure: 2.5 g (10 mmol) of 6-[4-(5-methyl-1,2,4-oxadiazol-3-yl)phenyl]-2H-pyridazin-3-one, 1.85 g (15 mmol) of 3-aminobenzyl alcohol and 3.9 g (15 mmol) of triphenylphosphine are suspended in 60 ml of THF under a nitrogen atmosphere, and the mixture is stirred at room temperature for 10 min. 2.9 g (15 mmol) of diisopropyl azodicarboxylate is then added dropwise over the course of 15 min. The reaction mixture is stirred at room temperature for 3 hours and subsequently evaporated. The residue is taken up ... Starting materials: C(=O)([O-])[O-].[Na+].[Na+] (Na2CO3), N1(CCC1)C1=CC=C(C=N1)C1(CCC(CC1)=O)O (4-(6-azetidin-1-ylpyridin-3-yl)-4-hydroxycyclohexanone), N1C[C@@H](CC1)NC(=O)CNC(C1=CC(=CC=C1)C(F)(F)F)=O (N—((R)-pyrrolidin-3-ylcarbamoylmethyl)-3-trifluoromethyl-benzamide), [BH-](OC(=O)C)(OC(=O)C)OC(=O)C.[Na+] (Na(OAc)3BH). The solvent is C(Cl)Cl (CH2Cl2). Conditions: time 16 hour. Product: N1(CCC1)C1=CC=C(C=N1)C1(CCC(CC1)N1C[C@@H](CC1)NC(CNC(C1=CC(=CC=C1)C(F)(F)F)=O)=O)O (N-[2-({(3R)-1-[4-(6-Azetidin-1-ylpyridin-3-yl)-4-hydroxycyclohexyl]pyrrolidin-3-yl}amino)-2-oxoethyl]-3-(trifluoromethyl)benzamide). RXN SMILES: [N:1]1([C:5]2[N:10]=[CH:9][C:8]([C:11]3([OH:18])[CH2:16][CH2:15][C:14](=O)[CH2:13][CH2:12]3)=[CH:7][CH:6]=2)[CH2:4][CH2:3][CH2:2]1.[NH:19]1[CH2:23][CH2:22][C@@H:21]([NH:24][C:25]([CH2:27][NH:28][C:29](=[O:40])[C:30]2[CH:35]=[CH:34][CH:33]=[C:32]([C:36]([F:39])([F:38])[F:37])[CH:31]=2)=[O:26])[CH2:20]1.[BH-](OC(C)=O)(OC(C)=O)OC(C)=O.[Na+].C([O-])([O-])=O.[Na+].[Na+]>C(Cl)Cl>[N:1]1([C:5]2[N:10]=[CH:9][C:8]([C:11]3([OH:18])[CH2:16][CH2:15][CH:14]([N:19]4[CH2:23][CH2:22][C@@H:21]([NH:24][C:25](=[O:26])[CH2:27][NH:28][C:29](=[O:40])[C:30]5[CH:35]=[CH:34][CH:33]=[C:32]([C:36]([F:37])([F:39])[F:38])[CH:31]=5)[CH2:20]4)[CH2:13][CH2:12]3)=[CH:7][CH:6]=2)[CH2:4][CH2:3][CH2:2]1 |f:2.3,4.5.6|. Procedure: To a solution of 4-(6-azetidin-1-ylpyridin-3-yl)-4-hydroxycyclohexanone (115 mg, 0.467 mmol) and N—((R)-pyrrolidin-3-ylcarbamoylmethyl)-3-trifluoromethyl-benzamide (140.4 mg, 0.445 mmol) in dry CH2Cl2 (19 mL) was added Na(OAc)3BH (198 mg, 0.934 mmol) in one portion under N2 at rt. The reaction mixture was stirred under N2 overnight (16 h) and treated with Na2CO3 (aq), extracted with CH2Cl2×3, dried, filtered and concentrated to give a crude, which was purified by column chromatography (20:80:0.5... Starting materials: CS(C)=O, O=C(O)Cc1ccc(O)c(Cl)c1, Cl, [F-], Cc1nc2c([N+](=O)[O-])c(F)ccc2[nH]1, [K+], C1COCCOCCOCCOCCOCCO1, O. Yields the product Cc1nc2c([N+](=O)[O-])c(Oc3ccc(CC(=O)O)cc3Cl)ccc2[nH]1. RXN SMILES: [CH3:47][S:48]([CH3:49])=[O:50].[Cl:17][c:18]1[cH:19][c:20]([CH2:25][C:26](=[O:27])[OH:28])[cH:21][cH:22][c:23]1[OH:24].[ClH:52].[F-:15].[F:1][c:2]1[c:3]([N+:12](=[O:13])[O-:14])[c:4]2[c:5]([nH:6][c:7]([CH3:9])[n:8]2)[cH:10][cH:11]1.[K+:16].[O:29]1[CH2:30][CH2:31][O:32][CH2:33][CH2:34][O:35][CH2:36][CH2:37][O:38][CH2:39][CH2:40][O:41][CH2:42][CH2:43][O:44][CH2:45][CH2:46]1.[OH2:51]>>[c:2]1([O:24][c:23]2[c:18]([Cl:17])[cH:19][c:20]([CH2:25][C:26](=[O:27])[OH:28])[cH:21][cH:22]2)[c:3]([N+:12](=[O:13])[O-:14])[c:4]2[c:5]([nH:6][c:7]([CH3:9])[n:8]2)[cH:10][cH:11]1.